This data is from the Open Reaction Database (ORD), a public repository of structured organic reaction records. The task is: describe an organic reaction: reactants, conditions, products, and yield Reactants: [BH4-], CCOC(=O)C=Cc1nc(COc2ccc(C=O)cc2OC)c(C)o1, [Na+], C1CCOC1, O. Yields the product CCOC(=O)C=Cc1nc(COc2ccc(CO)cc2OC)c(C)o1. RXN SMILES: [BH4-:26].[CH:1](=[O:2])[c:3]1[cH:4][c:5]([O:24][CH3:25])[c:6]([O:7][CH2:8][c:9]2[n:10][c:11]([CH:15]=[CH:16][C:17](=[O:18])[O:19][CH2:20][CH3:21])[o:12][c:13]2[CH3:14])[cH:22][cH:23]1.[Na+:27].[O:29]1[CH2:30][CH2:31][CH2:32][CH2:33]1.[OH2:28]>>[CH2:1]([OH:2])[c:3]1[cH:4][c:5]([O:24][CH3:25])[c:6]([O:7][CH2:8][c:9]2[n:10][c:11]([CH:15]=[CH:16][C:17](=[O:18])[O:19][CH2:20][CH3:21])[o:12][c:13]2[CH3:14])[cH:22][cH:23]1. The reactants are O=C([O-])[O-], O=C(NC1CCC(C(=O)OCc2ccccc2)CC1)c1cc(F)cnc1Cl, CSc1cccc(O)c1, CN(C)C=O, [Cs+], [Cs+]. Yields the product CSc1cccc(Oc2ncc(F)cc2C(=O)NC2CCC(C(=O)OCc3ccccc3)CC2)c1. RXN SMILES: [C:37](=[O:38])([O-:39])[O-:40].[CH2:1]([c:2]1[cH:3][cH:4][cH:5][cH:6][cH:7]1)[O:8][C:9](=[O:10])[CH:11]1[CH2:12][CH2:13][CH:14]([NH:17][C:18](=[O:19])[c:20]2[c:21]([Cl:27])[n:22][cH:23][c:24]([F:26])[cH:25]2)[CH2:15][CH2:16]1.[CH3:28][S:29][c:30]1[cH:31][c:32]([OH:36])[cH:33][cH:34][cH:35]1.[CH3:43][N:44]([CH3:45])[CH:46]=[O:47].[Cs+:41].[Cs+:42]>>[CH2:1]([c:2]1[cH:3][cH:4][cH:5][cH:6][cH:7]1)[O:8][C:9](=[O:10])[CH:11]1[CH2:12][CH2:13][CH:14]([NH:17][C:18](=[O:19])[c:20]2[c:21]([O:36][c:32]3[cH:31][c:30]([S:29][CH3:28])[cH:35][cH:34][cH:33]3)[n:22][cH:23][c:24]([F:26])[cH:25]2)[CH2:15][CH2:16]1. The reactants are ice water, Cl (hydrochloric acid), [H-].[Na+] (Sodium hydride), C(C)(C)(C)C1=CC=C(CN2C(NCC2)=O)C=C1 (1-(4-tert-butylbenzyl)imidazolidin-2-one), BrCC1=CC=C(C=C1)N1C(C2=CC=CC=C2C1=O)=O.[Br-] (bromide 2-(4-bromomethylphenyl)isoindol-1,3-dione). The solvent is O (H2O), CN(C)C=O (DMF), CN(C)C=O (DMF). Run at time 60 minute. The product is C(C)(C)(C)C1=CC=C(CN2C(N(CC2)CC2=CC=C(C=C2)N2C(C3=CC=CC=C3C2=O)=O)=O)C=C1 (2-{4-[3-(4-tert-butylbenzyl)-2-oxoimidazolidin-1-ylmethyl]phenyl}-isoindol-1,3-dione). As a reaction SMILES: [H-].[Na+].[C:3]([C:7]1[CH:19]=[CH:18][C:10]([CH2:11][N:12]2[CH2:16][CH2:15][NH:14][C:13]2=[O:17])=[CH:9][CH:8]=1)([CH3:6])([CH3:5])[CH3:4].Br[CH2:21][C:22]1[CH:27]=[CH:26][C:25]([N:28]2[C:36](=[O:37])[C:35]3[C:30](=[CH:31][CH:32]=[CH:33][CH:34]=3)[C:29]2=[O:38])=[CH:24][CH:23]=1.[Br-].Cl>O.CN(C=O)C>[C:3]([C:7]1[CH:19]=[CH:18][C:10]([CH2:11][N:12]2[CH2:16][CH2:15][N:14]([CH2:21][C:22]3[CH:23]=[CH:24][C:25]([N:28]4[C:29](=[O:38])[C:30]5[C:35](=[CH:34][CH:33]=[CH:32][CH:31]=5)[C:36]4=[O:37])=[CH:26][CH:27]=3)[C:13]2=[O:17])=[CH:9][CH:8]=1)([CH3:6])([CH3:4])[CH3:5] |f:0.1,3.4|. Procedure details: Sodium hydride (approximately 60% strength suspension in oil, 140 mg, approximately 3.5 mmol) was added portionwise to a solution of 1-(4-tert-butylbenzyl)imidazolidin-2-one (C) (730 mg, 3.15 mmol) in abs. DMF (15 mL) under a blanket of argon within a period of 10 min. The reaction mixture was stirred for 60 min at RT and a solution of 2-(4-bromomethylphenyl)-isoindol-1,3-dione (B) (1 g, 3.16 mmol) in abs. DMF (20 mL) was then added within a period of 60 min. The reaction mixture was stirred at ...